From a dataset of the Open Reaction Database (ORD), a public repository of structured organic reaction records. describe an organic reaction: reactants, conditions, products, and yield Starting materials: C(CN)N (ethylenediamine), C1(=CC=C(C=C1)S(=O)(=O)Cl)C (p-toluenesulfonyl chloride), [OH-].[Na+] (sodium hydroxide). Solvent: CCOCC (ether). Yields the product S(=O)(=O)(C1=CC=C(C)C=C1)NCCNS(=O)(=O)C1=CC=C(C)C=C1 (N,N'-ditosylethylenediamine). As a reaction SMILES: [CH2:1]([NH2:4])[CH2:2][NH2:3].[C:5]1([CH3:15])[CH:10]=[CH:9][C:8]([S:11](Cl)(=[O:13])=[O:12])=[CH:7][CH:6]=1.[OH-:16].[Na+]>CCOCC>[S:11]([NH:3][CH2:2][CH2:1][NH:4][S:11]([C:8]1[CH:9]=[CH:10][C:5]([CH3:15])=[CH:6][CH:7]=1)(=[O:12])=[O:16])([C:8]1[CH:9]=[CH:10][C:5]([CH3:15])=[CH:6][CH:7]=1)(=[O:13])=[O:12] |f:2.3|. Reported procedure: Treat ethylenediamine with p-toluenesulfonyl chloride (i.e. tosyl chloride) and sodium hydroxide in aqueous ether according to known procedures to obtain N,N'-ditosylethylenediamine. RXN SMILES: Cl[C:2]1[CH:3]=[C:4]([C:9]2[N:13]3[CH:14]=[CH:15][C:16]([C:19]([OH:22])([CH3:21])[CH3:20])=[C:17]([F:18])[C:12]3=[N:11][CH:10]=2)[CH:5]=[CH:6][C:7]=1[F:8].[F:23][C:24]1[CH:25]=[C:26](B(O)O)[CH:27]=[C:28]([F:30])[CH:29]=1>>[F:18][C:17]1[C:12]2[N:13]([C:9]([C:4]3[CH:5]=[CH:6][C:7]([F:8])=[C:2]([C:26]4[CH:25]=[C:24]([F:23])[CH:29]=[C:28]([F:30])[CH:27]=4)[CH:3]=3)=[CH:10][N:11]=2)[CH:14]=[CH:15][C:16]=1[C:19]([OH:22])([CH3:21])[CH3:20]. Yields the product FC=1C=2N(C=CC1C(C)(C)O)C(=CN2)C=2C=CC(=C(C2)C2=CC(=CC(=C2)F)F)F (2-[8-fluoro-3-(2,3′,5′-trifluorobiphenyl-5-yl)imidazo[1,2-α]pyridin-7-yl]propan-2-ol). Isolated yield 3.0%. Reactants: ClC=1C=C(C=CC1F)C1=CN=C2N1C=CC(=C2F)C(C)(C)O (2-[3-(3-Chloro-4-fluorophenyl)-8-fluoroimidazo[1,2-α]pyridin-7-yl]-propan-2-ol), FC=1C=C(C=C(C1)F)B(O)O (3,5-difluorobenzeneboronic acid). Reported procedure: 2-[3-(3-Chloro-4-fluorophenyl)-8-fluoroimidazo[1,2-α]pyridin-7-yl]-propan-2-ol and 3,5-difluorobenzeneboronic acid were coupled in the same way as in Example 30 to give 2-[8-fluoro-3-(2,3′,5′-trifluorobiphenyl-5-yl)imidazo[1,2-α]pyridin-7-yl]propan-2-ol as an off-white solid (5 mg, 3%): m/z (ES+) 401 [MH+].